Dataset: the Open Reaction Database (ORD), a public repository of structured organic reaction records. Task: describe an organic reaction: reactants, conditions, products, and yield The reactants are NC(=O)CBr, O=C([O-])[O-], CC(C)n1ncnc1-c1cn2c(n1)-c1ccc(O)cc1OCC2, [Cs+], [Cs+], CN(C)C=O, O. Yields the product CC(C)n1ncnc1-c1cn2c(n1)-c1ccc(OCC(N)=O)cc1OCC2. Reaction SMILES: [Br:24][CH2:25][C:26](=[O:27])[NH2:28].[C:29](=[O:30])([O-:31])[O-:32].[CH:1]([CH3:2])([CH3:3])[n:4]1[n:5][cH:6][n:7][c:8]1-[c:9]1[cH:10][n:11]2[c:17]([n:18]1)-[c:16]1[c:15]([cH:22][c:21]([OH:23])[cH:20][cH:19]1)[O:14][CH2:13][CH2:12]2.[Cs+:33].[Cs+:34].[O:35]=[CH:36][N:37]([CH3:38])[CH3:39].[OH2:40]>>[CH:1]([CH3:2])([CH3:3])[n:4]1[n:5][cH:6][n:7][c:8]1-[c:9]1[cH:10][n:11]2[c:17]([n:18]1)-[c:16]1[c:15]([cH:22][c:21]([O:23][CH2:25][C:26](=[O:27])[NH2:28])[cH:20][cH:19]1)[O:14][CH2:13][CH2:12]2.